This data is from the Open Reaction Database (ORD), a public repository of structured organic reaction records. The task is: describe an organic reaction: reactants, conditions, products, and yield Starting materials: CC=1C=C(C(=CC1)NC1=CC(=CC=C1)COCC=1N(N=CN1)C)N (4-Methyl-N1-[3-(2-methyl-2H-[1,2,4]triazol-3-ylmethoxymethyl)-phenyl]-benzene-1,2-diamine), NC=1C=C(C=CC1NC1=CC(=CC=C1)COCC=1N(N=CN1)C)C(C)=O (1-{3-Amino-4-[3-(2-methyl-2H-[1,2,4]triazol-3-ylmethoxymethyl)-phenylamino]-phenyl}-ethanone), resultant mixture, CN1N=CN=C1COCC=1C=C(C=CC1)N1C=NC2=C1C=CC(=C2)C(C)=O (1-{1-[3-(2-Methyl-2H-[1,2,4]triazol-3-ylmethoxymethyl)-phenyl]-1H-benzoimidazol-5-yl}-ethanone), CC1=CC2=C(N(C=N2)C2=CC(=CC=C2)COCC=2N(N=CN2)C)C=C1 (5-Methyl-1-[3-(2-methyl-2H-[1,2,4]triazol-3-ylmethoxymethyl)-phenyl]-1H-benzoimidazole), C1(=CC=C(C=C1)S(=O)(=O)O)C (p-toluenesulphonic acid), CN1N=CN=C1COCC=1C=C(C=CC1)NC=1C(=CC(=CC1)C(F)(F)F)N (N1-[3-(2-Methyl-2H-[1,2,4]triazol-3-ylmethoxymethyl)-phenyl]-4-trifluoromethyl-benzene-1,2-diamine), C(OCC)(OCC)OCC (triethyl orthoformate). Solvent: C1CCOC1 (THF). The product is CN1N=CN=C1COCC=1C=C(C=CC1)N1C=NC2=C1C=CC(=C2)C(F)(F)F (1-[3-(2-Methyl-2H-[1,2,4]triazol-3-ylmethoxymethyl)-phenyl]-5-trifluoromethyl-1H-benzoimidazole). The yield is 67.0%. RXN SMILES: [CH3:1][N:2]1[C:6]([CH2:7][O:8][CH2:9][C:10]2[CH:11]=[C:12]([NH:16][C:17]3[C:18]([NH2:27])=[CH:19][C:20]([C:23]([F:26])([F:25])[F:24])=[CH:21][CH:22]=3)[CH:13]=[CH:14][CH:15]=2)=[N:5][CH:4]=[N:3]1.[CH:28](OCC)(OCC)OCC.C1(C)C=CC(S(O)(=O)=O)=CC=1.CC1C=CC2N(C3C=CC=C(COCC4N(C)N=CN=4)C=3)C=NC=2C=1.CC1C=C(N)C(NC2C=CC=C(COCC3N(C)N=CN=3)C=2)=CC=1.CN1C(COCC2C=C(N3C4C=CC(C(=O)C)=CC=4N=C3)C=CC=2)=NC=N1.NC1C=C(C(=O)C)C=CC=1NC1C=CC=C(COCC2N(C)N=CN=2)C=1>C1COCC1>[CH3:1][N:2]1[C:6]([CH2:7][O:8][CH2:9][C:10]2[CH:11]=[C:12]([N:16]3[C:17]4[CH:22]=[CH:21][C:20]([C:23]([F:24])([F:26])[F:25])=[CH:19][C:18]=4[N:27]=[CH:28]3)[CH:13]=[CH:14][CH:15]=2)=[N:5][CH:4]=[N:3]1. Procedure: To a solution of compound 20a in anhydrous THF (15 ml) was added triethyl orthoformate (0.75 ml, 4.4 mmol) and a catalytic amount of p-toluenesulphonic acid. The resultant mixture was stirred at reflux for 1 hour. The solvent was removed in vacuo and the residue was purified by column chromatography on silica gel, eluting with a mixture of ethyl acetate and methanol (9:1 v/v). Compound 21a (0.87 g) was precipitated as the hydro chloride by addition of etheral hydrogen chloride to the pure fracti... The reactants are COC1=NC(=NC(=C1)OC)OC(C(=O)OC)C(C)(C)F (Methyl 2-(4,6-dimethoxy-2-pyrimidinyloxy)-3-fluoro-3-methylbutanoate), [OH-].[K+] (potassium hydroxide). Run in O (water), O (water), CO (methanol). Conditions: temperature 50 celsius, time 4 hour. Product: COC1=NC(=NC(=C1)OC)OC(C(=O)O)C(C)(C)F (2-(4,6-Dimethoxy-2-pyrimidinyloxy)-3-fluoro-3-methylbutanoic acid). RXN SMILES: [CH3:1][O:2][C:3]1[CH:8]=[C:7]([O:9][CH3:10])[N:6]=[C:5]([O:11][CH:12]([C:17]([F:20])([CH3:19])[CH3:18])[C:13]([O:15]C)=[O:14])[N:4]=1.[OH-].[K+]>O.CO>[CH3:10][O:9][C:7]1[CH:8]=[C:3]([O:2][CH3:1])[N:4]=[C:5]([O:11][CH:12]([C:17]([F:20])([CH3:18])[CH3:19])[C:13]([OH:15])=[O:14])[N:6]=1 |f:1.2|. Reported procedure: 2 g (6.9 mmol) Methyl 2-(4,6-dimethoxy-2-pyrimidinyloxy)-3-fluoro-3-methylbutanoate was dissolved in a mixture of 20 ml water and 10 ml methanol and treated with 387 mg (6.9 mmol) potassium hydroxide. After stirring for 4 hours at 50° C., the mixture was added to 50 ml water and extracted with 50 ml ethyl acetate. The aqueous phase was acidified with hydrochloric acid until it was pH 2 and extracted with three lots of 100 ml ethyl acetate. The combined ethyl acetate phase was washed with water, ...